From a dataset of the Open Reaction Database (ORD), a public repository of structured organic reaction records. describe an organic reaction: reactants, conditions, products, and yield Reactants: [OH-].[Na+] (sodium hydroxide), ClC=1C=C(NC1C)C(=O)OCC (ethyl 4-chloro-5-methyl-1H-pyrrole-2-carboxylate), ClC=1C=C(NC1C)C(=O)OCC (ethyl 4-chloro-5-methyl-1H-pyrrole-2-carboxylate), BrN1C(CCC1=O)=O (N-bromosuccinimide). The solvent is ClCCl (dichloromethane). Product: BrC1=C(NC(=C1Cl)C)C(=O)OCC (Ethyl 3-bromo-4-chloro-5-methyl-1H-pyrrole-2-carboxylate). RXN SMILES: [Cl:1][C:2]1[CH:3]=[C:4]([C:8]([O:10][CH2:11][CH3:12])=[O:9])[NH:5][C:6]=1[CH3:7].[Br:13]N1C(=O)CCC1=O.[OH-].[Na+]>ClCCl>[Br:13][C:3]1[C:2]([Cl:1])=[C:6]([CH3:7])[NH:5][C:4]=1[C:8]([O:10][CH2:11][CH3:12])=[O:9] |f:2.3|. Reported procedure: Ethyl 4-chloro-5-methyl-1H-pyrrole-2-carboxylate (Intermediate 7, 300 mg, 1.6 mmol) was dissolved in dry dichloromethane (10 ml), N-bromosuccinimide (285 mg, 1.6 mmol) was added at 0° C. and resulting mixture was stirred at room temperature over night. The mixture was poured into cold sodium hydroxide aqueous solution (2M) (20 ml), extracted with diethyl ether (2×20 ml). The organic phase was then washed with water (20 ml) and brine (20 ml), dried over anhydrous sodium sulfate, concentrated and ...